Dataset: the Open Reaction Database (ORD), a public repository of structured organic reaction records. Task: describe an organic reaction: reactants, conditions, products, and yield Reactants: C1[C@@H](CC[C@H](C1)C(=O)O)CN (tranexamic acid), C(CCCC)(=O)OC(C(C)C)OC(=O)ON1C(CCC1=O)=O (1-[(2,5-dioxopyrrolidinyl)oxycarbonyloxy]-2-methylpropyl pentanoate). Solvent: CC(C)(C)OC.CC(=O)C.O (MTBE acetone water). Product: C(CCCC)(=O)OC(C(C)C)OC(=O)NC[C@@H]1CC[C@H](CC1)C(=O)O (trans-4-{[1-(Pentanoyloxy)-2-methylpropoxycarbonyl]aminomethyl}-Cyclohexanecarboxylic Acid). Reaction SMILES: [CH2:1]1[CH2:6][C@H:5]([C:7]([OH:9])=[O:8])[CH2:4][CH2:3][C@H:2]1[CH2:10][NH2:11].[C:12]([O:18][CH:19]([O:23][C:24](ON1C(=O)CCC1=O)=[O:25])[CH:20]([CH3:22])[CH3:21])(=[O:17])[CH2:13][CH2:14][CH2:15][CH3:16]>CC(OC)(C)C.CC(C)=O.O>[C:12]([O:18][CH:19]([O:23][C:24]([NH:11][CH2:10][C@H:2]1[CH2:3][CH2:4][C@H:5]([C:7]([OH:9])=[O:8])[CH2:6][CH2:1]1)=[O:25])[CH:20]([CH3:22])[CH3:21])(=[O:17])[CH2:13][CH2:14][CH2:15][CH3:16] |f:2.3.4|. Reported procedure: Following the general nucleophilic carbamoylation procedure, tranexamic acid (700 mg, 4.5 mmol) and 1-[(2,5-dioxopyrrolidinyl)oxycarbonyloxy]-2-methylpropyl pentanoate (500 mg, 1.6 mmol) were reacted in the MTBE/acetone/water mixture (16 mL) to yield the title compound 42 as a white powder after work-up and mass-guided preparative HPLC purification. 1H NMR (400 MHz, DMSO-d6): δ=0.83-0.92 (br. m, 11H), 1.17-1.32 (br. m, 5H), 1.45-1.52 (m, 2H), 1.68 (d, J=12 Hz, 2H), 1.85-1.94 (br. m, 3H), 2.04-2....